Dataset: the Open Reaction Database (ORD), a public repository of structured organic reaction records. Task: describe an organic reaction: reactants, conditions, products, and yield The reactants are CCOC(C)=O, O=C(NCc1ccc([N+](=O)[O-])cc1)c1cccnc1Oc1ccc(F)cc1, [H][H]. Product: Nc1ccc(CNC(=O)c2cccnc2Oc2ccc(F)cc2)cc1. As a reaction SMILES: [CH3:30][CH2:31][O:32][C:33](=[O:34])[CH3:35].[F:1][c:2]1[cH:3][cH:4][c:5]([O:6][c:7]2[c:8]([C:9](=[O:10])[NH:11][CH2:12][c:13]3[cH:14][cH:15][c:16]([N+:19]([O-:20])=[O:21])[cH:17][cH:18]3)[cH:22][cH:23][cH:24][n:25]2)[cH:26][cH:27]1.[H:28][H:29]>>[F:1][c:2]1[cH:3][cH:4][c:5]([O:6][c:7]2[c:8]([C:9](=[O:10])[NH:11][CH2:12][c:13]3[cH:14][cH:15][c:16]([NH2:19])[cH:17][cH:18]3)[cH:22][cH:23][cH:24][n:25]2)[cH:26][cH:27]1. As a reaction SMILES: [CH2:21]([O:22][P:23](=[O:24])([O:25][CH2:26][CH3:27])[CH2:29][C:30]#[N:31])[CH3:28].[CH2:64]1[O:65][CH2:66][CH2:67][CH2:68]1.[CH3:1][O:2][c:3]1[cH:4][c:5]([C:11](=[O:12])[c:13]2[cH:14][cH:15][c:16]([O:19][CH3:20])[cH:17][cH:18]2)[cH:6][cH:7][c:8]1[O:9][CH3:10].[CH3:32][Si:33]([N-:34][Si:35]([CH3:36])([CH3:37])[CH3:38])([CH3:39])[CH3:40].[CH3:42][O:43][c:44]1[cH:45][c:46]([C:47]([c:48]2[cH:49][cH:50][cH:51][c:52]([O:53][CH3:54])[cH:55]2)=[CH:56][C:57]#[N:58])[cH:59][c:60]([O:61][CH3:62])[cH:63]1.[Li+:41]>>[CH3:1][O:2][c:3]1[cH:4][c:5]([C:11]([c:13]2[cH:14][cH:15][c:16]([O:19][CH3:20])[cH:17][cH:18]2)=[CH:29][C:30]#[N:31])[cH:6][cH:7][c:8]1[O:9][CH3:10]. Yields the product COc1ccc(C(=CC#N)c2ccc(OC)c(OC)c2)cc1. The reactants are CCOP(=O)(CC#N)OCC, C1CCOC1, COc1ccc(C(=O)c2ccc(OC)c(OC)c2)cc1, C[Si](C)(C)[N-][Si](C)(C)C, COc1cccc(C(=CC#N)c2cc(OC)cc(OC)c2)c1, [Li+]. The reactants are Brc1cncnc1, CCOCC, CC(C)[N-]C(C)C, CCC=O, [Li+]. Yields the product CCC(O)c1ncncc1Br. As a reaction SMILES: [Br:1][c:2]1[cH:3][n:4][cH:5][n:6][cH:7]1.[CH3:20][CH2:21][O:22][CH2:23][CH3:24].[CH:12]([N-:13][CH:14]([CH3:15])[CH3:16])([CH3:17])[CH3:18].[CH:8]([CH2:9][CH3:10])=[O:11].[Li+:19]>>[Br:1][c:2]1[c:3]([CH:8]([CH2:9][CH3:10])[OH:11])[n:4][cH:5][n:6][cH:7]1. Starting materials: C(C(C)(C)C)N=C=O (neopentylisocyanate), C(C#C)O (propargyl alcohol), NCO, alcohol. The reagents and catalysts are N1(NCCCCCC1)C1CCCCCCC1 (diazabicyclooctane). Product: C(C(C)(C)C)NC(OCC#C)=O (2-propinyl N-neopentylcarbamate). The yield is 94.5%. Reaction SMILES: [CH2:1]([N:6]=[C:7]=[O:8])[C:2]([CH3:5])([CH3:4])[CH3:3].[CH2:9]([OH:12])[C:10]#[CH:11]>N1(C2CCCCCCC2)CCCCCCN1>[CH2:1]([NH:6][C:7](=[O:8])[O:12][CH2:9][C:10]#[CH:11])[C:2]([CH3:5])([CH3:4])[CH3:3]. Procedure: 4520 g (40 moles) of neopentylisocyanate and 1 g of diazabicyclooctane (Dabco) are heated to 80° C. (10 l flask) and 2240 g (40 moles) of propargyl alcohol are then added in the course of 1.5 hours. When the addition of the alcohol has ended, IR spectra are used to monitor whether the reaction is complete. When the NCO band has disappeared, the mixture is distilled under a high vacuum. 6395 g (95% of theory) of 2-propinyl N-neopentylcarbamate of boiling point: 85° C./40 mbar are obtained. Reactants: Cl.C(CCC)(OC)=N (methyl butyrimidate hydrochloride), N#CN (cyanamide), P(=O)([O-])([O-])[O-].[Na+].[Na+].[Na+] (sodium phosphate). The solvent is aqueous solution. Reaction conditions: time 2 hour. The product is C(#N)N=C(CCC)OC (methyl N-cyanobutyrimidate). The yield is 87.4%. Reaction SMILES: Cl.[C:2](=[NH:8])([O:6][CH3:7])[CH2:3][CH2:4][CH3:5].[N:9]#[C:10]N.P([O-])([O-])([O-])=O.[Na+].[Na+].[Na+]>>[C:10]([N:8]=[C:2]([O:6][CH3:7])[CH2:3][CH2:4][CH3:5])#[N:9] |f:0.1,3.4.5.6|. Procedure details: The methyl butyrimidate salt from Example 1 (322 g, 2.34 mol) was dissolved in a 50% aqueous solution of cyanamide (236 g, 2.81 mol) and cooled in an ice bath. Dibasic sodium phosphate (164 g, 1.15 mol) was added to the reaction mixture in portions over a period of 1 hour. The resulting suspension was stirred at room temperature for 2 hours and the liquid decanted from the reaction mixture. The remaining solid was diluted with water (2 L) and extracted with ether (3×600 mL). The combined organic... Reactants: N#Cc1c[nH]c2cc(I)ccc2c1=O, O=P(Cl)(Cl)Cl. Product: N#Cc1cnc2cc(I)ccc2c1Cl. RXN SMILES: [I:1][c:2]1[cH:3][cH:4][c:5]2[c:6](=[O:14])[c:7]([C:12]#[N:13])[cH:8][nH:9][c:10]2[cH:11]1.[P:15]([Cl:16])([Cl:17])([Cl:18])=[O:19]>>[I:1][c:2]1[cH:3][cH:4][c:5]2[c:6]([Cl:17])[c:7]([C:12]#[N:13])[cH:8][n:9][c:10]2[cH:11]1. RXN SMILES: [OH-].[Na+].CO.[CH3:5][C:6]1([CH3:26])[C@@H:8]([C:9]([O-:11])=[O:10])[C@@H:7]1[CH:12]=[C:13]([C:20]1[CH:25]=[CH:24][CH:23]=[CH:22][CH:21]=1)[C:14]1[CH:19]=[CH:18][CH:17]=[CH:16][CH:15]=1>O>[CH3:5][C:6]1([CH3:26])[C@@H:8]([C:9]([OH:11])=[O:10])[C@@H:7]1[CH:12]=[C:13]([C:20]1[CH:25]=[CH:24][CH:23]=[CH:22][CH:21]=1)[C:14]1[CH:15]=[CH:16][CH:17]=[CH:18][CH:19]=1 |f:0.1|. Product: CC1([C@H]([C@@H]1C(=O)O)C=C(C1=CC=CC=C1)C1=CC=CC=C1)C (trans 3,3-dimethyl-2-(2',2'-diphenylvinyl)-cyclopropanecarboxylic acid). Starting materials: [OH-].[Na+] (sodium hydroxide), CO (methanol), CC1([C@H]([C@@H]1C(=O)[O-])C=C(C1=CC=CC=C1)C1=CC=CC=C1)C (trans 3,3-dimethyl-2-(2',2'-diphenylvinyl)-cyclopropanecarboxylate). Procedure: 42.7 cc of a 2N methanolic sodium hydroxide solution were introduced into 100 cc of methanol and 10 cc of water, followed by 18.45 gm of ethyl dl-trans 3,3-dimethyl-2-(2',2'-diphenylvinyl)-cyclopropanecarboxylate were added thereto. The mixture was brought to reflux and maintained there for 1 hour and 30 minutes. The methanol was removed by distillation and water was added. Next the aqueous phase was extracted with ethyl ether to eliminate the neutral fraction and the combined ether extracts wer... The solvent is O (water). Reactants: C(CCC)[Li] (n-butyllithium), IC (iodomethane), C(CCC)[Li] (n-butyllithium), IC (iodomethane), C(CCC)[Li] (n-butyllithium), IC (iodomethane), C(C)(C)(C)OC(=O)N1C[C@H]([C@H](CC1)C1=CC(=CC=2C=COC21)F)C ((−)-cis-1-(tert-butoxycarbonyl)-3-methyl-4-(5-fluorobenzofur-7-yl)piperidine). Run in O1CCCC1 (tetrahydrofuran). Reaction conditions: time 5 minute. Product: C(C)(C)(C)OC(=O)N1C[C@H]([C@H](CC1)C1=CC(=CC=2C=C(OC21)C)F)C ((−)-cis-1-(tert-butoxycarbonyl)-3-methyl-4-(2-methyl-5-fluorobenzofur-7-yl)piperidine). RXN SMILES: [C:1]([O:5][C:6]([N:8]1[CH2:13][CH2:12][C@H:11]([C:14]2[C:22]3[O:21][CH:20]=[CH:19][C:18]=3[CH:17]=[C:16]([F:23])[CH:15]=2)[C@H:10]([CH3:24])[CH2:9]1)=[O:7])([CH3:4])([CH3:3])[CH3:2].[CH2:25]([Li])CCC.IC>O1CCCC1>[C:1]([O:5][C:6]([N:8]1[CH2:13][CH2:12][C@H:11]([C:14]2[C:22]3[O:21][C:20]([CH3:25])=[CH:19][C:18]=3[CH:17]=[C:16]([F:23])[CH:15]=2)[C@H:10]([CH3:24])[CH2:9]1)=[O:7])([CH3:4])([CH3:2])[CH3:3]. Procedure details: A solution of 0.100 gm (0.3 mMol) (−)-cis-1-(tert-butoxycarbonyl)-3-methyl-4-(5-fluorobenzofur-7-yl)piperidine in 2 mL tetrahydrofuran was cooled to −78° C. To this solution were added 0.38 mL (0.6 mMol) n-butyllithium (1.6 M in hexane) dropwise. After stirring for 5 minutes, 0.02 mL (0.33 mMol) iodomethane were added and the reaction mixture was stirred at −78° C. for 3 hours. The solution was treated with an additional 0.06 mL (0.1 mMol) n-butyllithium (1.6 M in hexane) followed by 0.02 mL (0.... Starting materials: NC=1N=C(C2=C(N1)C=CS2)C(=O)C=2SC=CC2 (2-aminothieno[3,2-d]pyrimidin-4-yl 2-thienylmethanone), N1=CC=CC=C1 (pyridine), C(C)(=O)Cl (acetyl chloride). The solvent is O (water). The product is S1C(=CC=C1)C(=O)C=1C2=C(N=C(N1)NC(C)=O)C=CS2 (N-(4-(2-Thienylcarbonyl)thieno[3,2-d]pyrimidin-2-yl)acetamide). Yield: 61.0%. RXN SMILES: [NH2:1][C:2]1[N:3]=[C:4]([C:11]([C:13]2[S:14][CH:15]=[CH:16][CH:17]=2)=[O:12])[C:5]2[S:10][CH:9]=[CH:8][C:6]=2[N:7]=1.N1C=CC=CC=1.[C:24](Cl)(=[O:26])[CH3:25]>O>[S:14]1[CH:15]=[CH:16][CH:17]=[C:13]1[C:11]([C:4]1[C:5]2[S:10][CH:9]=[CH:8][C:6]=2[N:7]=[C:2]([NH:1][C:24](=[O:26])[CH3:25])[N:3]=1)=[O:12]. Reported procedure: A mixture of 2-aminothieno[3,2-d]pyrimidin-4-yl 2-thienylmethanone (0.07 g, 0.27 mmol), anhydrous pyridine (3 mL) and acetyl chloride (0.15 g, 1.88 mmol) was refluxed for 24 h, cooled to room temperature, poured into water (30 mL) and extracted with EtOAc (2×30 mL). The organic phase was washed with 1-M HCl (2×25 mL) and saturated brine (25 mL), dried (MgSO4) and concentrated in vacuo to give a yellow solid which was purified by chromatography (SiO2; heptane-EtOAc (2:1)] to give the title compou...